From a dataset of the Open Reaction Database (ORD), a public repository of structured organic reaction records. describe an organic reaction: reactants, conditions, products, and yield Reactants: NC1=NC=C(C2=C1C(=CS2)C2=CC(=C(C=C2)NC(=O)C=2N(C1=CC=CC=C1C2)C)OC)I (N-[4-(4-amino-7-iodothieno[3,2-c]pyridin-3-yl)-2-methoxyphenyl]-1-methyl-1H-indole-2-carboxamide), CC1(OB(OC1(C)C)C1=C(SC=C1)C=O)C (3-(4,4,5,5-tetramethyl-1,3,2-dioxaborolan-2-yl)thiophene-2-carbaldehyde). Product: NC1=NC=C(C2=C1C(=CS2)C2=CC(=C(C=C2)NC(=O)C=2N(C1=CC=CC=C1C2)C)OC)C2=C(SC=C2)C=O (N-{4-[4-amino-7-(2-formylthien-3-yl)thieno[3,2-c]pyridin-3-yl]-2-methoxyphenyl}-1-methyl-1H-indole-2-carboxamide). RXN SMILES: [NH2:1][C:2]1[C:7]2[C:8]([C:11]3[CH:16]=[CH:15][C:14]([NH:17][C:18]([C:20]4[N:21]([CH3:29])[C:22]5[C:27]([CH:28]=4)=[CH:26][CH:25]=[CH:24][CH:23]=5)=[O:19])=[C:13]([O:30][CH3:31])[CH:12]=3)=[CH:9][S:10][C:6]=2[C:5](I)=[CH:4][N:3]=1.CC1(C)C(C)(C)OB([C:41]2[CH:45]=[CH:44][S:43][C:42]=2[CH:46]=[O:47])O1>>[NH2:1][C:2]1[C:7]2[C:8]([C:11]3[CH:16]=[CH:15][C:14]([NH:17][C:18]([C:20]4[N:21]([CH3:29])[C:22]5[C:27]([CH:28]=4)=[CH:26][CH:25]=[CH:24][CH:23]=5)=[O:19])=[C:13]([O:30][CH3:31])[CH:12]=3)=[CH:9][S:10][C:6]=2[C:5]([C:41]2[CH:45]=[CH:44][S:43][C:42]=2[CH:46]=[O:47])=[CH:4][N:3]=1. Reported procedure: N-[4-(4-amino-7-iodothieno[3,2-c]pyridin-3-yl)-2-methoxyphenyl]-1-methyl-1H-indole-2-carboxamide and 3-(4,4,5,5-tetramethyl-1,3,2-dioxaborolan-2-yl)thiophene-2-carbaldehyde were reacted together according to general procedure A to furnish the title compound. LCMS (Conditions a): MH+=539.0, RT=4.10 minutes; 1H NMR (DMSO-d6, 400 MHz) δ 9.77 (s, 1 H), 9.53 (s, 1 H), 8.29 (d, J=5.3 Hz, 1 H), 7.98 (m, 2 H), 7.63 (m, 6 H), 7.36 (m, 1 H), 7.24 (s, 1 H), 7.15 (m, 1 H), 5.85 (br, 2 H), 4.04 (s, 3 H), 3.9... The reactants are N(N)C1=CC(N(C(N1CC(C)C)=O)C)=O (6-hydrazino-1-isobutyl-3-methylpyrimidine-2,4(1H,3H)-dione), FC(C=1C=C2C(=CC=NC2=CC1)C=O)(F)F (6-trifluoromethylquinoline-4-carbaldehyde), CN1C(=CC(=C1)C(C)=O)C=O (1-methyl-4-acetyl-1H-pyrrole-2-carbaldehyde). The product is C(C)(=O)C=1C=C(N(C1)C)C=1N(N=C2N(C(N(C(C21)=O)C)=O)CC(C)C)CC2=CC=NC1=CC=C(C=C21)C(F)(F)F (3-(4-acetyl-1-methyl-1H-pyrrol-2-yl)-7-isobutyl-5-methyl-2-{[6-(trifluoromethyl)quinolin-4-yl]methyl}-2H-pyrazolo[3,4-d]pyrimidine-4,6(5H,7H)-dione). As a reaction SMILES: [NH:1]([C:3]1[N:8]([CH2:9][CH:10]([CH3:12])[CH3:11])[C:7](=[O:13])[N:6]([CH3:14])[C:5](=[O:15])[CH:4]=1)[NH2:2].[F:16][C:17]([F:31])([F:30])[C:18]1[CH:19]=[C:20]2[C:25](=[CH:26][CH:27]=1)[N:24]=[CH:23][CH:22]=[C:21]2[CH:28]=O.[CH3:32][N:33]1[CH:37]=[C:36]([C:38](=[O:40])[CH3:39])[CH:35]=[C:34]1[CH:41]=O>>[C:38]([C:36]1[CH:35]=[C:34]([C:41]2[N:2]([CH2:28][C:21]3[C:20]4[C:25](=[CH:26][CH:27]=[C:18]([C:17]([F:31])([F:30])[F:16])[CH:19]=4)[N:24]=[CH:23][CH:22]=3)[N:1]=[C:3]3[C:4]=2[C:5](=[O:15])[N:6]([CH3:14])[C:7](=[O:13])[N:8]3[CH2:9][CH:10]([CH3:11])[CH3:12])[N:33]([CH3:32])[CH:37]=1)(=[O:40])[CH3:39]. Reported procedure: This compound was made following the procedure described above, starting with 6-hydrazino-1-isobutyl-3-methylpyrimidine-2,4(1H,3H)-dione, and condensing first with 6-trifluoromethylquinoline-4-carbaldehyde, followed by 1-methyl-4-acetyl-1H-pyrrole-2-carbaldehyde. 553(M+H). Reactants: O=C[C@H](O)[C@@H](O)[C@H](O)[C@H](O)CO (glucose), [Cl-].[NH4+] (ammonium chloride), OP(=O)(O)[O-].[K+] (KH2PO4), MgSO4.7H2O, FeSO4.7H2O, MnSO4.7H2O, Cl.S1CC=CC=C1 (thiamin hydrochloride), OC(=O)CCCC[C@@H]1SC[C@@H]2NC(=O)N[C@H]12 (biotin), C([O-])([O-])=O.[Ca+2] (calcium carbonate). Conditions: temperature 115 celsius, time 48 hour. The product is N[C@@H](CCCCN)C(=O)O (L-lysine). RXN SMILES: O=C[C@@H]([C@H]([C@@H]([C@@H](CO)O)O)O)O.[Cl-].[NH4+:14].OP([O-])(O)=O.[K+].Cl.S1C=CC=CC1.OC(CC[CH2:33][CH2:34][C@H:35]1[C@@H:43]2[C@@H:38]([NH:39]C(N2)=O)CS1)=O.[C:44](=[O:47])([O-])[O-:45].[Ca+2]>>[NH2:14][C@H:33]([C:44]([OH:45])=[O:47])[CH2:34][CH2:35][CH2:43][CH2:38][NH2:39] |f:1.2,3.4,5.6,8.9|. Procedure: A culture medium containing 36 mg/ml glucose, 20 mg/ml ammonium chloride, 1 mg/ml KH2PO4, 0.4 mg/ml MgSO4.7H2O, 10 μg/ml FeSO4.7H2O, 8 μg/ml MnSO4.7H2O, 1 μg/ml (as N) of acid hydrolyzate of soybean protein, 0.1 μg/ml thiamin hydrochloride and 0.3 μg/ml biotin was prepared. Thirty milliliters of this medium was dispensed in 500-ml shake flasks, sterilized by heating at 115° C. for ten minutes, and 1 g each of calcium carbonate, previously sterilized by dry heating, was further added. Each strain... Solvent: O (water). Starting materials: COC=1C=C(C=CC1O)C=O (vanilline), [OH-].[Na+] (sodium hydroxide), C(C)I (ethyl iodide). Conditions: time 15 hour. Yields the product COC=1C=C(C=O)C=CC1OCC (3-methoxy-4-ethoxy-benzaldehyde). Isolated yield 68.8%. Procedure: To a solution of 30.4 g (0.2 mole) of vanilline, 12 g (0.3 mole) of sodium hydroxide and 300 ml of water, then 37.4 g (0.24 mole) of ethyl iodide are added. The reaction mixture is heated to boiling for 15 hours, then cooled and extracted with benzene. The extract is evaporated. The crude residue is dissolved in 110 ml of a 25% aqueous sodium hydroxide solution, clarified with activated charcoal and made alkaline to pH 12. The precipitated crystals are filtered, washed with water and dried. Thus... Reaction SMILES: [CH3:1][O:2][C:3]1[CH:4]=[C:5]([CH:10]=[O:11])[CH:6]=[CH:7][C:8]=1[OH:9].[OH-].[Na+].[CH2:14](I)[CH3:15]>O>[CH3:1][O:2][C:3]1[CH:4]=[C:5]([CH:6]=[CH:7][C:8]=1[O:9][CH2:14][CH3:15])[CH:10]=[O:11] |f:1.2|.